This data is from the Open Reaction Database (ORD), a public repository of structured organic reaction records. The task is: describe an organic reaction: reactants, conditions, products, and yield Procedure: Procedure as described for NP Amidine I using the following amounts: 1.19 g of N1-(2-ethylphenyl)-4-methylbenzamidine (Amidine VIII, 5.0 mmol), 2.50 mL of 2.0 M butyllithium (5.0 mmol), 0.80 mL chlorodiisopropylphosphine (5.0 mmol). After filtration to remove lithium chloride and removal of solvent, a yellow oil was isolated (1.77 g, 100%). Yields the product C(C)C1=C(C=CC=C1)NC(C1=CC=C(C=C1)C)=NP(C(C)C)C(C)C (N1-(2-ethylphenyl)-N2-(diisopropylphosphino)-4-methyl-benzamidine). Reaction SMILES: [CH2:1]([C:3]1[CH:8]=[CH:7][CH:6]=[CH:5][C:4]=1[NH:9][C:10](=[NH:18])[C:11]1[CH:16]=[CH:15][C:14]([CH3:17])=[CH:13][CH:12]=1)[CH3:2].C([Li])CCC.Cl[P:25]([CH:29]([CH3:31])[CH3:30])[CH:26]([CH3:28])[CH3:27]>>[CH2:1]([C:3]1[CH:8]=[CH:7][CH:6]=[CH:5][C:4]=1[NH:9][C:10](=[N:18][P:25]([CH:29]([CH3:31])[CH3:30])[CH:26]([CH3:28])[CH3:27])[C:11]1[CH:12]=[CH:13][C:14]([CH3:17])=[CH:15][CH:16]=1)[CH3:2]. Starting materials: Amidine, ClP(C(C)C)C(C)C (chlorodiisopropylphosphine), C(C)C1=C(C=CC=C1)NC(C1=CC=C(C=C1)C)=N (N1-(2-ethylphenyl)-4-methylbenzamidine), C(CCC)[Li] (butyllithium). Reactants: Cc1cc(C)cc(C(=O)N2CCC(=O)CC2Cc2ccccc2)c1, CO, c1ccc2c(c1)CCn1ccnc1C2=C1CCNCC1, c1ccsc1. Yields the product Cc1cc(C)cc(C(=O)N2CCC(N3CCC(=C4c5ccccc5CCn5ccnc54)CC3)CC2Cc2ccccc2)c1. RXN SMILES: [CH3:1][c:2]1[cH:3][c:4]([C:5](=[O:6])[N:7]2[CH:8]([CH2:14][c:15]3[cH:16][cH:17][cH:18][cH:19][cH:20]3)[CH2:9][C:10](=[O:13])[CH2:11][CH2:12]2)[cH:21][c:22]([CH3:24])[cH:23]1.[CH3:50][OH:51].[NH:25]1[CH2:26][CH2:27][C:28](=[C:31]2[c:32]3[n:33]([cH:42][cH:43][n:44]3)[CH2:34][CH2:35][c:36]3[c:37]2[cH:38][cH:39][cH:40][cH:41]3)[CH2:29][CH2:30]1.[cH:45]1[cH:46][s:47][cH:48][cH:49]1>>[CH3:1][c:2]1[cH:3][c:4]([C:5](=[O:6])[N:7]2[CH:8]([CH2:14][c:15]3[cH:16][cH:17][cH:18][cH:19][cH:20]3)[CH2:9][CH:10]([N:25]3[CH2:26][CH2:27][C:28](=[C:31]4[c:32]5[n:33]([cH:42][cH:43][n:44]5)[CH2:34][CH2:35][c:36]5[c:37]4[cH:38][cH:39][cH:40][cH:41]5)[CH2:29][CH2:30]3)[CH2:11][CH2:12]2)[cH:21][c:22]([CH3:24])[cH:23]1. Starting materials: COC(=O)c1cnccc1NC(=O)c1ccc(C(C)(C)C)cc1OC1CCN(C(=O)OC(C)(C)C)CC1, [Li+], C1CCOC1, [OH-], O. Yields the product CC(C)(C)OC(=O)N1CCC(Oc2cc(C(C)(C)C)ccc2C(=O)Nc2ccncc2C(=O)O)CC1. RXN SMILES: [C:1]([CH3:2])([CH3:3])([CH3:4])[c:5]1[cH:6][c:7]([O:24][CH:25]2[CH2:26][CH2:27][N:28]([C:31](=[O:32])[O:33][C:34]([CH3:35])([CH3:36])[CH3:37])[CH2:29][CH2:30]2)[c:8]([C:9](=[O:10])[NH:11][c:12]2[c:13]([C:18](=[O:19])[O:20][CH3:21])[cH:14][n:15][cH:16][cH:17]2)[cH:22][cH:23]1.[Li+:40].[O:41]1[CH2:42][CH2:43][CH2:44][CH2:45]1.[OH-:39].[OH2:38]>>[C:1]([CH3:2])([CH3:3])([CH3:4])[c:5]1[cH:6][c:7]([O:24][CH:25]2[CH2:26][CH2:27][N:28]([C:31](=[O:32])[O:33][C:34]([CH3:35])([CH3:36])[CH3:37])[CH2:29][CH2:30]2)[c:8]([C:9](=[O:10])[NH:11][c:12]2[c:13]([C:18](=[O:19])[OH:20])[cH:14][n:15][cH:16][cH:17]2)[cH:22][cH:23]1. The reactants are NCC1(CCC(CC1)COCC1=CC=CC=C1)O (1-(aminomethyl)-4-(benzyloxymethyl)cyclohexanol), [OH-].[K+] (potassium hydroxide), C(=O)(Cl)Cl (phosgene). Solvent: C1(=CC=CC=C1)C (toluene), O (water). Conditions: time 3 hour. The product is C(C1=CC=CC=C1)OCC1CCC2(CNC(O2)=O)CC1 (8-(benzyloxymethyl)-1-oxa-3-azaspiro[4.5]decan-2-one). As a reaction SMILES: [NH2:1][CH2:2][C:3]1([OH:18])[CH2:8][CH2:7][CH:6]([CH2:9][O:10][CH2:11][C:12]2[CH:17]=[CH:16][CH:15]=[CH:14][CH:13]=2)[CH2:5][CH2:4]1.[OH-].[K+].[C:21](Cl)(Cl)=[O:22]>C1(C)C=CC=CC=1.O>[CH2:11]([O:10][CH2:9][CH:6]1[CH2:5][CH2:4][C:3]2([O:18][C:21](=[O:22])[NH:1][CH2:2]2)[CH2:8][CH2:7]1)[C:12]1[CH:13]=[CH:14][CH:15]=[CH:16][CH:17]=1 |f:1.2|. Procedure: A mixture of EXAMPLE 385A (475 mg) and potassium hydroxide (641 mg) in toluene (10 mL) and water (25 mL) was cooled in an ice bath and phosgene (20% in toluene, 2.178 mL) was added dropwise maintaining the temperature below 3° C. The reaction was stirred rapidly at ambient temperature for 3 hours while warming to ambient temperature. The reaction mixture was partitioned between brine (100 mL) and ethyl acetate (100 mL). The organics were dried over sodium sulfate, filtered, and concentrated to p... The reactants are CCN(C(C)C)C(C)C, CCOC(=O)C1CCOc2cc(Oc3ccc(C(=O)O)cc3)c(Cl)cc21, O=C(Cl)C(=O)Cl, NCCc1ccc(Cl)cc1Cl, ClCCl, CN(C)C=O. Product: CCOC(=O)C1CCOc2cc(Oc3ccc(C(=O)NCCc4ccc(Cl)cc4Cl)cc3)c(Cl)cc21. Reaction SMILES: [CH:44]([N:45]([CH:46]([CH3:47])[CH3:48])[CH2:49][CH3:50])([CH3:51])[CH3:52].[Cl:1][c:2]1[cH:3][c:4]2[c:9]([cH:10][c:11]1[O:12][c:13]1[cH:14][cH:15][c:16]([C:17](=[O:18])[OH:19])[cH:20][cH:21]1)[O:8][CH2:7][CH2:6][CH:5]2[C:22](=[O:23])[O:24][CH2:25][CH3:26].[Cl:27][C:28]([C:29]([Cl:30])=[O:31])=[O:32].[Cl:33][c:34]1[c:35]([CH2:36][CH2:37][NH2:38])[cH:39][cH:40][c:41]([Cl:43])[cH:42]1.[Cl:53][CH2:54][Cl:55].[O:56]=[CH:57][N:58]([CH3:59])[CH3:60]>>[Cl:1][c:2]1[cH:3][c:4]2[c:9]([cH:10][c:11]1[O:12][c:13]1[cH:14][cH:15][c:16]([C:17](=[O:18])[NH:38][CH2:37][CH2:36][c:35]3[c:34]([Cl:33])[cH:42][c:41]([Cl:43])[cH:40][cH:39]3)[cH:20][cH:21]1)[O:8][CH2:7][CH2:6][CH:5]2[C:22](=[O:23])[O:24][CH2:25][CH3:26]. The reactants are C(C1=CC=CC=C1)OC(NC[C@@H]([C@H](C#CC)O)NC(CC(NC=1SC(=NN1)C(C)(C)C)=O)=O)=O ({(25, 3S)-2-[2-(5-tert-butyl-[1,3,4]thiadiazol-2-ylcarbamoyl)-acetylamino]-3-hydroxy-hex-4-ynyl}-carbamic acid benzyl ester), resultant solution, CC1=C(C=O)C=CC(=C1)C (2,4-dimethylbenzaldehyde), C(#N)[BH3-].[Na+] (sodium cyanoborohydride). The reagents and catalysts are [Pd] (Pd/C). The solvent is CO (MeOH). Reaction conditions: time 12 hour. Product: C(C)(C)(C)C1=NN=C(S1)NC(CC(=O)N[C@H]([C@H](CCC)O)CNCC1=C(C=C(C=C1)C)C)=O (N-(5-tert-Butyl-[1,3,4]thiadiazol-2-yl)-N′-{(1S,2S)-1-[(2,4-dimethyl-benzylamino)-methyl]-2-hydroxy-pentyl}-malonamide). As a reaction SMILES: C(O[C:9](=O)[NH:10][CH2:11][C@H:12]([NH:18][C:19](=[O:33])[CH2:20][C:21](=[O:32])[NH:22][C:23]1[S:24][C:25]([C:28]([CH3:31])([CH3:30])[CH3:29])=[N:26][N:27]=1)[C@@H:13]([OH:17])[C:14]#[C:15][CH3:16])C1C=CC=CC=1.[CH3:35][C:36]1[CH:43]=[C:42]([CH3:44])[CH:41]=[CH:40][C:37]=1C=O.C([BH3-])#N.[Na+]>CO.[Pd]>[C:28]([C:25]1[S:24][C:23]([NH:22][C:21](=[O:32])[CH2:20][C:19]([NH:18][C@@H:12]([CH2:11][NH:10][CH2:9][C:37]2[CH:40]=[CH:41][C:42]([CH3:44])=[CH:43][C:36]=2[CH3:35])[C@@H:13]([OH:17])[CH2:14][CH2:15][CH3:16])=[O:33])=[N:27][N:26]=1)([CH3:29])([CH3:30])[CH3:31] |f:2.3|. Reported procedure: A solution of {(25, 3S)-2-[2-(5-tert-butyl-[1,3,4]thiadiazol-2-ylcarbamoyl)-acetylamino]-3-hydroxy-hex-4-ynyl}-carbamic acid benzyl ester (90 mg, 0.19 mmol) in MeOH (4 mL) was charged with 5% Pd/C, Degussa style (18 mg), stirred under H2 (1 atm) for 12 h at RT, filtered, and concentrated in vacuo. The residue was dissolved in MeOH (3 mL). The resultant solution was charged sequentially with 2,4-dimethylbenzaldehyde (0.02 mL, 0.14 mmol) and sodium cyanoborohydride (11 mg, 0.18 mmol), stirred for ... Starting materials: CCCCOCCC(C)CCC=C(C)C, ClCCl, COC(=O)CCCC(C)(C)c1ccc(O)cc1, [O-][Cl+3]([O-])([O-])O. The product is CCCCOCCC(C)CCCC(C)(C)c1cc(C(C)(C)CCCC(=O)OC)ccc1O. RXN SMILES: [CH2:18]([CH2:19][CH2:20][CH3:21])[O:22][CH2:23][CH2:24][CH:25]([CH3:26])[CH2:27][CH2:28][CH:29]=[C:30]([CH3:31])[CH3:32].[CH2:38]([Cl:39])[Cl:40].[CH3:1][O:2][C:3](=[O:4])[CH2:5][CH2:6][CH2:7][C:8]([CH3:9])([CH3:10])[c:11]1[cH:12][cH:13][c:14]([OH:17])[cH:15][cH:16]1.[Cl+3:33]([OH:34])([O-:35])([O-:36])[O-:37]>>[CH3:1][O:2][C:3](=[O:4])[CH2:5][CH2:6][CH2:7][C:8]([CH3:9])([CH3:10])[c:11]1[cH:12][cH:13][c:14]([OH:17])[c:15]([C:30]([CH2:29][CH2:28][CH2:27][CH:25]([CH2:24][CH2:23][O:22][CH2:18][CH2:19][CH2:20][CH3:21])[CH3:26])([CH3:31])[CH3:32])[cH:16]1.